Dataset: the Open Reaction Database (ORD), a public repository of structured organic reaction records. Task: describe an organic reaction: reactants, conditions, products, and yield Reactants: NC(CCCC(=O)OC)C1=C(C=CC=C1OC)OC (methyl 5-amino-5-(2,6-dimethoxyphenyl)pentanoate), S1C=NC(=C1)C=1C=C(C=O)C=CC1 (3-(thiazol-4-yl)benzaldehyde). Product: COC1=C(C(=CC=C1)OC)C1CCCC(N1CC1=CC(=CC=C1)C=1N=CSC1)=O (6-(2,6-dimethoxyphenyl)-1-(3-(thiazol-4-yl)benzyl)piperidin-2-one). RXN SMILES: [NH2:1][CH:2]([C:10]1[C:15]([O:16][CH3:17])=[CH:14][CH:13]=[CH:12][C:11]=1[O:18][CH3:19])[CH2:3][CH2:4][CH2:5][C:6]([O:8]C)=O.[S:20]1[CH:24]=[C:23]([C:25]2[CH:26]=[C:27]([CH:30]=[CH:31][CH:32]=2)[CH:28]=O)[N:22]=[CH:21]1>>[CH3:19][O:18][C:11]1[CH:12]=[CH:13][CH:14]=[C:15]([O:16][CH3:17])[C:10]=1[CH:2]1[N:1]([CH2:28][C:27]2[CH:30]=[CH:31][CH:32]=[C:25]([C:23]3[N:22]=[CH:21][S:20][CH:24]=3)[CH:26]=2)[C:6](=[O:8])[CH2:5][CH2:4][CH2:3]1. Reported procedure: Prepared according to the described general procedure 1 (GP1) by reaction of methyl 5-amino-5-(2,6-dimethoxyphenyl)pentanoate with 3-(thiazol-4-yl)benzaldehyde. Subsequent purification by preparative HPLC afforded the target compound. LC-MS (conditions A): tR=0.81 min.; [M+H]+: 409.07 g/mol. Reactants: ClC=1C=C(C#N)C=CC1[N+](=O)[O-] (3-chloro-4-nitrobenzonitrile), NC1=CC=C(C=C1)CCO (4-aminophenylethyl alcohol). Yields the product OCCC1=CC=C(NC=2C=C(C#N)C=CC2[N+](=O)[O-])C=C1 (3-[4-(2-Hydroxyethyl)anilino]-4-nitrobenzonitrile). Reaction SMILES: Cl[C:2]1[CH:3]=[C:4]([CH:7]=[CH:8][C:9]=1[N+:10]([O-:12])=[O:11])[C:5]#[N:6].[NH2:13][C:14]1[CH:19]=[CH:18][C:17]([CH2:20][CH2:21][OH:22])=[CH:16][CH:15]=1>>[OH:22][CH2:21][CH2:20][C:17]1[CH:18]=[CH:19][C:14]([NH:13][C:2]2[CH:3]=[C:4]([CH:7]=[CH:8][C:9]=2[N+:10]([O-:12])=[O:11])[C:5]#[N:6])=[CH:15][CH:16]=1. Procedure details: The title compound was prepared according to the procedure described in step 3 of Example 1 from 3-chloro-4-nitrobenzonitrile (Tsuji, K. Chem. Pharm. Bull. 1992, 40, 2399) and 4-aminophenylethyl alcohol. The product is Cc1c(CC(=O)O)c2cccnc2n1Cc1ccc([N+](=O)[O-])cc1. As a reaction SMILES: [CH2:28]1[O:29][CH2:30][CH2:31][CH2:32]1.[CH3:33][OH:34].[CH3:3][O:4][C:5]([CH2:6][c:7]1[c:8]([CH3:26])[n:9]([CH2:16][c:17]2[cH:18][cH:19][c:20]([N+:23](=[O:24])[O-:25])[cH:21][cH:22]2)[c:10]2[n:11][cH:12][cH:13][cH:14][c:15]12)=[O:27].[Na+:2].[OH-:1]>>[O:4]=[C:5]([CH2:6][c:7]1[c:8]([CH3:26])[n:9]([CH2:16][c:17]2[cH:18][cH:19][c:20]([N+:23](=[O:24])[O-:25])[cH:21][cH:22]2)[c:10]2[n:11][cH:12][cH:13][cH:14][c:15]12)[OH:27]. The reactants are C1CCOC1, CO, COC(=O)Cc1c(C)n(Cc2ccc([N+](=O)[O-])cc2)c2ncccc12, [Na+], [OH-]. The reactants are FC1=C(C=C(C=C1)F)[N+](=O)[O-] (2,5-difluoronitrobenzene), ice water, COC(CO)OC (2,2-dimethoxyethanol), [H-].[Na+] (sodium hydride). Solvent: CN(C)C=O (DMF), CN(C)C=O (DMF), CN(C)C=O (DMF). Run at time 1 hour. The product is FC1=CC(=C(OCC(OC)OC)C=C1)[N+](=O)[O-] (2-(4-Fluoro-2-nitrophenoxy)-1,1-dimethoxyethane). Yield: 97.4%. Reaction SMILES: [CH3:1][O:2][CH:3]([O:6][CH3:7])[CH2:4][OH:5].[H-].[Na+].F[C:11]1[CH:16]=[CH:15][C:14]([F:17])=[CH:13][C:12]=1[N+:18]([O-:20])=[O:19]>CN(C=O)C>[F:17][C:14]1[CH:15]=[CH:16][C:11]([O:5][CH2:4][CH:3]([O:6][CH3:7])[O:2][CH3:1])=[C:12]([N+:18]([O-:20])=[O:19])[CH:13]=1 |f:1.2|. Procedure details: A DMF solution (50 ml) of 16.7 g of 2,2-dimethoxyethanol was added to dry DMF (60 ml) suspension of 4.32 g of sodium hydride at room temperature over 20 minutes. After 1 hour of stirring at room temperature, the reaction solution was cooled to 0° C., mixed with a DMF (20 ml) solution of 23.9 g of 2,5-difluoronitrobenzene and then stirred at 0° C. for 1 hour. The reaction solution was poured into 700 ml of ice water and extracted twice with a hexane-ethyl acetate (9:1) mixed solvent. The organic ... Reactants: C1(C=2C(C(N1C(CC(=O)O)C1=CC(=C(C=C1)OCCCC)OC)=O)=CC=CC2)=O (3-phthalimido-3-(4'-butoxy-3'-methoxyphenyl)propionic acid), C(=O)(C=1NC=CN1)C=1NC=CN1 (carbonyl diimidazole). Yields the product 0.517, C1(C=2C(C(N1C(CC(=O)N)C1=CC(=C(C=C1)OCCCC)OC)=O)=CC=CC2)=O (3-phthalimido-3-(4'-butoxy-3'-methoxyphenyl)propionamide). The yield is 52.0%. RXN SMILES: [C:1]1(=[O:29])[N:5]([CH:6]([C:11]2[CH:16]=[CH:15][C:14]([O:17][CH2:18][CH2:19][CH2:20][CH3:21])=[C:13]([O:22][CH3:23])[CH:12]=2)[CH2:7][C:8](O)=[O:9])[C:4](=[O:24])[C:3]2=[CH:25][CH:26]=[CH:27][CH:28]=[C:2]12.C(C1NC=CN=1)(C1[NH:33]C=CN=1)=O>>[C:1]1(=[O:29])[N:5]([CH:6]([C:11]2[CH:16]=[CH:15][C:14]([O:17][CH2:18][CH2:19][CH2:20][CH3:21])=[C:13]([O:22][CH3:23])[CH:12]=2)[CH2:7][C:8]([NH2:33])=[O:9])[C:4](=[O:24])[C:3]2=[CH:25][CH:26]=[CH:27][CH:28]=[C:2]12. Procedure details: The procedure of Example 65 is utilized starting with 3-phthalimido-3-(4'-butoxy-3'-methoxyphenyl)propionic acid and carbonyl diimidazole to afford 0.742 g (74%) of crude product as a pale yellow powder. The crude product was recrystallized from ethyl acetate (16 mL) to afford 0.517 (52%) of 3-phthalimido-3-(4'-butoxy-3'-methoxyphenyl)propionamide as fine fluffy white needles: HPLC 99.1%; 1H NMR (DMSO-d6) δ 7.95-7.75 (m, 4 H, Ar), 7.54 (br s, 1 H, CONH), 7.04 (s, 1 H, Ar), 7.0-6.75 (m, 2 H), 6.8...